describe an organic reaction: reactants, conditions, products, and yield From a dataset of the Open Reaction Database (ORD), a public repository of structured organic reaction records. The reactants are C(C1=CC=CC=C1)C1NC(OC1C(=O)OC)=O (methyl 4-benzyl-2-oxo-oxazolidine-5-carboxylate), potassium tert.butylate. Run in C1CCOC1 (THF). Reaction conditions: temperature 45 celsius, time 2 hour. The product is C(C1=CC=CC=C1)[C@@H]1NC(O[C@H]1C(=O)OC)=O (methyl (4S,5R)-4-benzyl-2-oxo-oxazolidine-5-carboxylate). RXN SMILES: [CH2:1]([CH:8]1[CH:12]([C:13]([O:15][CH3:16])=[O:14])[O:11][C:10](=[O:17])[NH:9]1)[C:2]1[CH:7]=[CH:6][CH:5]=[CH:4][CH:3]=1>C1COCC1>[CH2:1]([C@H:8]1[C@H:12]([C:13]([O:15][CH3:16])=[O:14])[O:11][C:10](=[O:17])[NH:9]1)[C:2]1[CH:7]=[CH:6][CH:5]=[CH:4][CH:3]=1. Procedure: A solution of 70.0 g of a 92:8 mixture of the (4S,5S)- and (4S,5R)-isomers of methyl 4-benzyl-2-oxo-oxazolidine-5-carboxylate and 7.0 g of potassium tert.butylate in 700 ml of THF was stirred at 20° C. for four hours and at 45° C. for 2 hours, the solution was washed twice with semi-saturated sodium chloride solution, dried over MgSO4, filtered and the filtrate was evaporated to give 68 g (97%) of 95% methyl (4S,5R)-4-benzyl-2-oxo-oxazolidine-5-carboxylate (tlc (SiO2, ethyl acetate):Rf =0.5).